This data is from the Open Reaction Database (ORD), a public repository of structured organic reaction records. The task is: describe an organic reaction: reactants, conditions, products, and yield Starting materials: COC([C@H](CC1=C(C=C(C=C1)OCC=1N=C(OC1C)C1=C(C=CC=C1)F)C)OCC)=O ((S)-2-ethoxy-3-{4-[2-(2-fluoro-phenyl)-5-methyl-oxazol-4-ylmethoxy]-2-methyl-phenyl}-propionic acid methyl ester), [Li+].[OH-] (LiOH). Yields the product C(C)O[C@H](C(=O)O)CC1=C(C=C(C=C1)OCC=1N=C(OC1C)C1=C(C=CC=C1)F)C ((S)-2-ethoxy-3-{4-[2-(2-fluoro-phenyl)-5-methyl-oxazol-4-ylmethoxy]-2-methyl-phenyl}-propionic acid). Reaction SMILES: C[O:2][C:3](=[O:31])[C@@H:4]([O:28][CH2:29][CH3:30])[CH2:5][C:6]1[CH:11]=[CH:10][C:9]([O:12][CH2:13][C:14]2[N:15]=[C:16]([C:20]3[CH:25]=[CH:24][CH:23]=[CH:22][C:21]=3[F:26])[O:17][C:18]=2[CH3:19])=[CH:8][C:7]=1[CH3:27].[Li+].[OH-]>>[CH2:29]([O:28][C@@H:4]([CH2:5][C:6]1[CH:11]=[CH:10][C:9]([O:12][CH2:13][C:14]2[N:15]=[C:16]([C:20]3[CH:25]=[CH:24][CH:23]=[CH:22][C:21]=3[F:26])[O:17][C:18]=2[CH3:19])=[CH:8][C:7]=1[CH3:27])[C:3]([OH:31])=[O:2])[CH3:30] |f:1.2|. Procedure: In analogy to the procedure described in example 1 g], (S)-2-ethoxy-3-{4-[2-(2-fluoro-phenyl)-5-methyl-oxazol-4-ylmethoxy]-2-methyl-phenyl}-propionic acid methyl ester was treated with LiOH to obtain (S)-2-ethoxy-3-{4-[2-(2-fluoro-phenyl)-5-methyl-oxazol-4-ylmethoxy]-2-methyl-phenyl}-propionic acid as colorless solid, which was crystalized from hexane/dichloromethane to afford colorless crystals. According to chiral HPLC of the corresponding methyl ester (Chiralcel-ODH), the enantiomeric excess ... Product: O=C(c1cccc(Oc2ccccc2)c1)c1cccc(Br)n1. Reactants: OC(c1cccc(Oc2ccccc2)c1)c1cccc(Br)n1, CC(=O)O, O=[Cr](=O)=O, O. RXN SMILES: [Br:5][c:6]1[cH:7][cH:8][cH:9][c:10]([CH:12]([OH:13])[c:14]2[cH:15][c:16]([O:20][c:21]3[cH:22][cH:23][cH:24][cH:25][cH:26]3)[cH:17][cH:18][cH:19]2)[n:11]1.[CH3:27][C:28](=[O:29])[OH:30].[O:1]=[Cr:2](=[O:3])=[O:4].[OH2:31]>>[Br:5][c:6]1[cH:7][cH:8][cH:9][c:10]([C:12](=[O:13])[c:14]2[cH:15][c:16]([O:20][c:21]3[cH:22][cH:23][cH:24][cH:25][cH:26]3)[cH:17][cH:18][cH:19]2)[n:11]1. Product: COCCOc1ccc(CCl)cc1OCCOC. Reactants: COCCOc1ccc(CO)cc1OCCOC, C1CCOC1, O, O=S(Cl)Cl, c1ccncc1. RXN SMILES: [CH3:1][O:2][CH2:3][CH2:4][O:5][c:6]1[cH:7][c:8]([CH2:17][OH:18])[cH:9][cH:10][c:11]1[O:12][CH2:13][CH2:14][O:15][CH3:16].[O:30]1[CH2:31][CH2:32][CH2:33][CH2:34]1.[OH2:29].[S:25]([Cl:26])([Cl:27])=[O:28].[cH:19]1[cH:20][cH:21][n:22][cH:23][cH:24]1>>[CH3:1][O:2][CH2:3][CH2:4][O:5][c:6]1[cH:7][c:8]([CH2:17][Cl:27])[cH:9][cH:10][c:11]1[O:12][CH2:13][CH2:14][O:15][CH3:16]. Starting materials: BrC=1SC(=CC1C1N(CCC2=CC(=CC=C12)Cl)C(=O)OC(C)(C)C)C1=CC=NC=C1 (tert-butyl 1-(2-bromo-5-pyridin-4-yl-3-thienyl)-6-chloro-3,4-dihydroisoquinoline-2(1H)-carboxylate), B1(OC(C(O1)(C)C)(C)C)C2=CC=NN2 (3-(4,4,5,5-tetramethyl-1,3,2-dioxabolone)-pyrrazole), C([O-])([O-])=O.[Na+].[Na+] (sodium carbonate), COCCOC (1,2-dimethoxyethane), O (water). The reagents and catalysts are C1=CC=C(C=C1)P([C-]2C=CC=C2)C3=CC=CC=C3.C1=CC=C(C=C1)P([C-]2C=CC=C2)C3=CC=CC=C3.Cl[Pd]Cl.[Fe+2] ([1,1′-bis(diphenylphosphino)ferrocene]palladium(II)dichloride). Run at temperature 95 celsius. Yields the product ClC=1C=C2CCN(C(C2=CC1)C1=C(SC(=C1)C1=CC=NC=C1)C1=CC=NN1)C(=O)OC(C)(C)C (tert-Butyl 6-chloro-1-[2-(1H-pyrazol-5-yl)-5-pyridin-4-yl-3-thienyl]-3,4-dihydroisoquinoline-2(1H)-carboxylate). Reaction SMILES: Br[C:2]1[S:3][C:4]([C:25]2[CH:30]=[CH:29][N:28]=[CH:27][CH:26]=2)=[CH:5][C:6]=1[CH:7]1[C:16]2[C:11](=[CH:12][C:13]([Cl:17])=[CH:14][CH:15]=2)[CH2:10][CH2:9][N:8]1[C:18]([O:20][C:21]([CH3:24])([CH3:23])[CH3:22])=[O:19].B1([C:40]2[NH:44][N:43]=[CH:42][CH:41]=2)OC(C)(C)C(C)(C)O1.C(=O)([O-])[O-].[Na+].[Na+].COCCOC.O>C1C=CC(P(C2C=CC=CC=2)[C-]2C=CC=C2)=CC=1.C1C=CC(P(C2C=CC=CC=2)[C-]2C=CC=C2)=CC=1.Cl[Pd]Cl.[Fe+2]>[Cl:17][C:13]1[CH:12]=[C:11]2[C:16](=[CH:15][CH:14]=1)[CH:7]([C:6]1[CH:5]=[C:4]([C:25]3[CH:30]=[CH:29][N:28]=[CH:27][CH:26]=3)[S:3][C:2]=1[C:40]1[NH:44][N:43]=[CH:42][CH:41]=1)[N:8]([C:18]([O:20][C:21]([CH3:23])([CH3:24])[CH3:22])=[O:19])[CH2:9][CH2:10]2 |f:2.3.4,7.8.9.10|. Reported procedure: A mixture of tert-butyl 1-(2-bromo-5-pyridin-4-yl-3-thienyl)-6-chloro-3,4-dihydroisoquinoline-2(1H)-carboxylate (72.0 mg, 0.142 mmol), 3-(4,4,5,5-tetramethyl-1,3,2-dioxabolone)-pyrrazole (27.6 mg, 0.142 mmol), [1,1′-bis(diphenylphosphino)ferrocene]palladium(II)dichloride (11.7 mg, 0.0142 mmol) and sodium carbonate (29 mg, 0.27 mmol) in 1,2-dimethoxyethane (3.0 mL, 29 mmol) and water (1.0 mL, 56 mmol) was heated at 95° C. for 4.5 h. A LCMS showed the desired product together with unreacted starti... Starting materials: ClC1=C(OC=2SC=CN2)C=CC(=C1)OC (2-(2-chloro-4-methoxyphenoxy)-1,3-thiazole), B(Br)(Br)Br (BBr3). Solvent: ClCCl (dichloromethane). Run at time 8 hour. Yields the product ClC=1C=C(C=CC1OC=1SC=CN1)O (3-chloro-4-(1,3-thiazol-2-yloxy)phenol). Isolated yield 69.9%. Reaction SMILES: [Cl:1][C:2]1[CH:13]=[C:12]([O:14]C)[CH:11]=[CH:10][C:3]=1[O:4][C:5]1[S:6][CH:7]=[CH:8][N:9]=1.B(Br)(Br)Br>ClCCl>[Cl:1][C:2]1[CH:13]=[C:12]([OH:14])[CH:11]=[CH:10][C:3]=1[O:4][C:5]1[S:6][CH:7]=[CH:8][N:9]=1. Procedure: To a solution of Example 9A (5.4 g, 0.022 mol) in dichloromethane at −78° C. was added a solution of BBr3 (0.066 mol) drop wise and the reaction mixture was stirred overnight while warming up to room temperature. The mixture was poured into ice and then stirred at room temperature for 24 hours. The organic layer was washed with brine, dried over magnesium sulfate and filtered. The filtrate was concentrated under vacuum to give 3.5 g of product as an off-white solid (70% yield). 1H NMR (300 MHz, ... The reactants are [BH4-].[Na+] (sodium borohydride), C(C)(=O)OC=1[C@]2(C)C(=CC1)[C@@H]1[C@@H](CC=3C=C(C=CC3[C@H]1CC2)OCC2=CC=CC=C2)CCCCCOC(C)=O (17-acetoxy-7α-(5-acetoxypentyl)-3-benzyloxy-estra-1,3,5(10),14,16-pentaene), C(C)(=O)O (acetic acid). The solvent is C(C)O (ethanol), O (water), O1CCCC1 (tetrahydrofuran), C(C)O (ethanol). Conditions: time 1 hour. Yields the product C(C)(=O)OCCCCC[C@H]1[C@H]2C3=CC[C@@H]([C@@]3(C)CC[C@@H]2C=2C=CC(=CC2C1)OCC1=CC=CC=C1)O (7α-(5-acetoxypentyl)-3-benzyloxy-estra-1,3,5(10),14-tetraen-17β-ol). Isolated yield 51.0%. As a reaction SMILES: [BH4-].[Na+].C([O:6][C:7]1[C@:8]2([CH2:24][CH2:23][C@H:22]3[C@@H:13]([C@H:14]([CH2:33][CH2:34][CH2:35][CH2:36][CH2:37][O:38][C:39](=[O:41])[CH3:40])[CH2:15][C:16]4[CH:17]=[C:18]([O:25][CH2:26][C:27]5[CH:32]=[CH:31][CH:30]=[CH:29][CH:28]=5)[CH:19]=[CH:20][C:21]=43)[C:10]2=[CH:11][CH:12]=1)[CH3:9])(=O)C.C(O)(=O)C>C(O)C.O.O1CCCC1>[C:39]([O:38][CH2:37][CH2:36][CH2:35][CH2:34][CH2:33][C@@H:14]1[CH2:15][C:16]2[CH:17]=[C:18]([O:25][CH2:26][C:27]3[CH:32]=[CH:31][CH:30]=[CH:29][CH:28]=3)[CH:19]=[CH:20][C:21]=2[C@@H:22]2[C@@H:13]1[C:10]1[C@@:8]([CH2:24][CH2:23]2)([CH3:9])[C@@H:7]([OH:6])[CH2:12][CH:11]=1)(=[O:41])[CH3:40] |f:0.1|. Procedure details: A solution of 1.25 g of sodium borohydride in 90 ml of ethanol and 18 ml of water is added in drops to a solution of 4.58 g of 17-acetoxy-7α-(5-acetoxypentyl)-3-benzyloxy-estra-1,3,5(10),14,16-pentaene in 26.8 ml of tetrahydrofuran and 161 ml of ethanol at room temperature, and the mixture is stirred for 1 hour. The reaction mixture is mixed with 4 ml of glacial acetic acid, concentrated by evaporation, and the residue is taken up in ethyl acetate. The organic phase is washed with sodium bicarbo... Reactants: O=C([O-])[O-], O=Cc1ccc(F)cc1, [K+], [K+], CN(C)C=O, Oc1ccc(C(F)(F)F)cc1. Product: O=Cc1ccc(Oc2ccc(C(F)(F)F)cc2)cc1. As a reaction SMILES: [C:21](=[O:22])([O-:23])[O-:24].[F:12][c:13]1[cH:14][cH:15][c:16]([CH:17]=[O:18])[cH:19][cH:20]1.[K+:25].[K+:26].[O:27]=[CH:28][N:29]([CH3:30])[CH3:31].[OH:1][c:2]1[cH:3][cH:4][c:5]([C:8]([F:9])([F:10])[F:11])[cH:6][cH:7]1>>[O:1]([c:2]1[cH:3][cH:4][c:5]([C:8]([F:9])([F:10])[F:11])[cH:6][cH:7]1)[c:13]1[cH:14][cH:15][c:16]([CH:17]=[O:18])[cH:19][cH:20]1. Reactants: O=C(Cl)C(=O)Cl, CN1c2ccccc2C2CC(NC(=O)C(F)(F)F)CCN2c2ccccc21, CN(C)C=O. Product: CN1c2ccccc2C2CC(NC(=O)C(F)(F)F)CCN2c2ccc(C=O)cc21. Reaction SMILES: [Cl:1][C:2](=[O:3])[C:4]([Cl:5])=[O:6].[F:7][C:8]([C:9](=[O:10])[NH:11][CH:12]1[CH2:13][CH:14]2[N:15]([c:16]3[c:17]([cH:26][cH:27][cH:28][cH:29]3)[N:18]([CH3:25])[c:19]3[c:20]2[cH:21][cH:22][cH:23][cH:24]3)[CH2:30][CH2:31]1)([F:32])[F:33].[O:34]=[CH:35][N:36]([CH3:37])[CH3:38]>>[CH:2](=[O:3])[c:27]1[cH:26][c:17]2[c:16]([cH:29][cH:28]1)[N:15]1[CH:14]([CH2:13][CH:12]([NH:11][C:9]([C:8]([F:7])([F:32])[F:33])=[O:10])[CH2:31][CH2:30]1)[c:20]1[c:19]([cH:24][cH:23][cH:22][cH:21]1)[N:18]2[CH3:25]. Starting materials: Cl.C(#N)C1(CC1)NC(=O)[C@H]1NC[C@@H](C1)S(=O)(=O)C1=C(C=CC=C1)Cl ((2S,4R)-4-(2-chloro-benzenesulfonyl)-pyrrolidine-2-carboxylic acid (1-cyano-cyclopropyl)-amide hydrochloride), O(S(=O)(=O)C(F)(F)F)CC(F)(F)F (2,2,2-trifluoroethyl triflate). Yields the product C(#N)C1(CC1)NC(=O)[C@H]1N(C[C@@H](C1)S(=O)(=O)C1=C(C=CC=C1)Cl)CC(F)(F)F ((2S,4R)-4-(2-chloro-benzenesulfonyl)-1-(2,2,2-trifluoro-ethyl)-pyrrolidine-2-carboxylic acid (1-cyano-cyclopropyl)-amide). Reaction SMILES: Cl.[C:2]([C:4]1([NH:7][C:8]([C@@H:10]2[CH2:14][C@@H:13]([S:15]([C:18]3[CH:23]=[CH:22][CH:21]=[CH:20][C:19]=3[Cl:24])(=[O:17])=[O:16])[CH2:12][NH:11]2)=[O:9])[CH2:6][CH2:5]1)#[N:3].O([CH2:33][C:34]([F:37])([F:36])[F:35])S(C(F)(F)F)(=O)=O>>[C:2]([C:4]1([NH:7][C:8]([C@@H:10]2[CH2:14][C@@H:13]([S:15]([C:18]3[CH:23]=[CH:22][CH:21]=[CH:20][C:19]=3[Cl:24])(=[O:17])=[O:16])[CH2:12][N:11]2[CH2:33][C:34]([F:37])([F:36])[F:35])=[O:9])[CH2:6][CH2:5]1)#[N:3] |f:0.1|. Reported procedure: (2S,4R)-4-(2-chloro-benzenesulfonyl)-pyrrolidine-2-carboxylic acid (1-cyano-cyclopropyl)-amide hydrochloride from experiment K4 was alkylated with 2,2,2-trifluoroethyl triflate in analogy to experiment L37 to give (2S,4R)-4-(2-chloro-benzenesulfonyl)-1-(2,2,2-trifluoro-ethyl)-pyrrolidine-2-carboxylic acid (1-cyano-cyclopropyl)-amide as a colorless oil. MS: 436.2 [M+H]+. Reaction SMILES: [CH3:19][O:20][CH2:21][CH2:22][O:23][CH3:24].[F:1][c:2]1[n:3][c:4]([F:8])[cH:5][cH:6][cH:7]1.[K+:18].[OH-:17].[SH:9][c:10]1[cH:11][cH:12][c:13]([OH:16])[cH:14][cH:15]1>>[c:2]1([S:9][c:10]2[cH:11][cH:12][c:13]([OH:16])[cH:14][cH:15]2)[n:3][c:4]([F:8])[cH:5][cH:6][cH:7]1. The product is Oc1ccc(Sc2cccc(F)n2)cc1. Starting materials: COCCOC, Fc1cccc(F)n1, [K+], [OH-], Oc1ccc(S)cc1.